This data is from the Open Reaction Database (ORD), a public repository of structured organic reaction records. The task is: describe an organic reaction: reactants, conditions, products, and yield Reactants: O1CC(CC1)O (Tetrahydrofuran-3-ol), [H-].[Na+] (sodium hydride), BrCCOCC1=CC=CC=C1 (((2-bromoethoxy)methyl)benzene). Run in O1CCCC1 (tetrahydrofuran). Run at time 10 minute. The product is C(C1=CC=CC=C1)OCCOC1COCC1 (3-(2-(benzyloxy)ethoxy)tetrahydrofuran). Reaction SMILES: [O:1]1[CH2:5][CH2:4][CH:3]([OH:6])[CH2:2]1.[H-].[Na+].Br[CH2:10][CH2:11][O:12][CH2:13][C:14]1[CH:19]=[CH:18][CH:17]=[CH:16][CH:15]=1>O1CCCC1>[CH2:13]([O:12][CH2:11][CH2:10][O:6][CH:3]1[CH2:4][CH2:5][O:1][CH2:2]1)[C:14]1[CH:19]=[CH:18][CH:17]=[CH:16][CH:15]=1 |f:1.2|. Procedure: Tetrahydrofuran-3-ol (0.881 g) in tetrahydrofuran (15 mL) was treated with 60% sodium hydride (0.8 g). After 10 minutes, ((2-bromoethoxy)methyl)benzene (3.23 g) was added. The solution was stirred for 16 hours. The reaction mixture was partitioned between water and ethyl acetate. The aqueous layer was separated, and was extracted with additional ethyl acetate twice. The combined organic layers were washed with brine, dried over MgSO4, filtered, and concentrated. The residue was purified by flash...